This data is from the Open Reaction Database (ORD), a public repository of structured organic reaction records. The task is: describe an organic reaction: reactants, conditions, products, and yield The reactants are FC1=CC2=C(C(=NO2)C2CCNCC2)C=C1 (6-fluoro-3-(4-piperidinyl)-1,2-benzisoxazole), C(=O)([O-])[O-].[K+].[K+] (K2CO3), ClCCCOC=1C=C2CCCC(C2=CC1OC)=O (6-(3-chloropropoxy)-7-methoxy-1-tetralone), C(C)#N (acetonitrile). Solvent: O (water). Product: FC1=CC2=C(C(=NO2)C2CCN(CC2)CCCOC=2C=C3CCCC(C3=CC2OC)=O)C=C1 (6-[3-[4-(6-fluoro-1,2-benzisoxazol-3-yl)-1-piperidinyl]propoxy]-7-methoxy-1 -tetralone). Yield: 117.4%. RXN SMILES: [F:1][C:2]1[CH:16]=[CH:15][C:5]2[C:6]([CH:9]3[CH2:14][CH2:13][NH:12][CH2:11][CH2:10]3)=[N:7][O:8][C:4]=2[CH:3]=1.C([O-])([O-])=O.[K+].[K+].Cl[CH2:24][CH2:25][CH2:26][O:27][C:28]1[CH:29]=[C:30]2[C:35](=[CH:36][C:37]=1[O:38][CH3:39])[C:34](=[O:40])[CH2:33][CH2:32][CH2:31]2.C(#N)C>O>[F:1][C:2]1[CH:16]=[CH:15][C:5]2[C:6]([CH:9]3[CH2:10][CH2:11][N:12]([CH2:24][CH2:25][CH2:26][O:27][C:28]4[CH:29]=[C:30]5[C:35](=[CH:36][C:37]=4[O:38][CH3:39])[C:34](=[O:40])[CH2:33][CH2:32][CH2:31]5)[CH2:13][CH2:14]3)=[N:7][O:8][C:4]=2[CH:3]=1 |f:1.2.3|. Procedure: A mixture of 6-fluoro-3-(4-piperidinyl)-1,2-benzisoxazole (0.78 g, 3.6 mmol), K2CO3 (0.60 g, 4.1 mmol), KI (100 mg), 6-(3-chloropropoxy)-7-methoxy-1-tetralone (0.87 g, 3.2 mmol), and acetonitrile (50 ml) was stirred at reflux under nitrogen for 17 hours. The cooled reaction was poured into 100 ml of water and the aqueous mixture was extracted with ethyl acetate. The ethyl acetate extract was washed with brine, dried with MgSO4 and concentrated to yield 1.7 g of a brown oil. The oil was purified ...